Task: describe an organic reaction: reactants, conditions, products, and yield. Dataset: the Open Reaction Database (ORD), a public repository of structured organic reaction records Reported procedure: 5-Benzyloxy-6-hydroxy-2-(1-naphthalen-2-yl-cyclopentylmethyl)-pyrimidine-4-carboxylic acid tert-butyl ester (217) (4.0 g, 45.2%) was synthesized as a white solid from 2-(1-naphthalen-2-yl-cyclopentyl)-acetamidine hydrochloride (216) (5.0 g, 17.33 mmol) following the procedure described for 5-benzyloxy-2-[1-(2,5-dichlorophenyl)-cyclopentylmethyl]-6-hydroxypyrimidine-4-carboxylic acid tert-butyl ester (204). Reactants: Cl.C1=C(C=CC2=CC=CC=C12)C1(CCCC1)CC(=N)N (2-(1-Naphthalen-2-yl-cyclopentyl)-acetamidine hydrochloride), C(C)(C)(C)OC(=O)C1=NC(=NC(=C1OCC1=CC=CC=C1)O)CC1(CCCC1)C1=C(C=CC(=C1)Cl)Cl (5-benzyloxy-2-[1-(2,5-dichlorophenyl)-cyclopentylmethyl]-6-hydroxypyrimidine-4-carboxylic acid tert-butyl ester). Product: C(C)(C)(C)OC(=O)C1=NC(=NC(=C1OCC1=CC=CC=C1)O)CC1(CCCC1)C1=CC2=CC=CC=C2C=C1 (5-Benzyloxy-6-hydroxy-2-(1-naphthalen-2-yl-cyclopentylmethyl)-pyrimidine-4-carboxylic acid tert-butyl ester). RXN SMILES: Cl.[CH:2]1[C:11]2[C:6](=[CH:7][CH:8]=[CH:9][CH:10]=2)[CH:5]=[CH:4][C:3]=1[C:12]1([CH2:17][C:18]([NH2:20])=[NH:19])[CH2:16][CH2:15][CH2:14][CH2:13]1.[C:21]([O:25][C:26]([C:28]1[C:33]([O:34][CH2:35][C:36]2[CH:41]=[CH:40][CH:39]=[CH:38][CH:37]=2)=[C:32]([OH:42])N=C(CC2(C3C=C(Cl)C=CC=3Cl)CCCC2)N=1)=[O:27])([CH3:24])([CH3:23])[CH3:22]>>[C:21]([O:25][C:26]([C:28]1[C:33]([O:34][CH2:35][C:36]2[CH:41]=[CH:40][CH:39]=[CH:38][CH:37]=2)=[C:32]([OH:42])[N:20]=[C:18]([CH2:17][C:12]2([C:3]3[CH:4]=[CH:5][C:6]4[C:11](=[CH:10][CH:9]=[CH:8][CH:7]=4)[CH:2]=3)[CH2:16][CH2:15][CH2:14][CH2:13]2)[N:19]=1)=[O:27])([CH3:24])([CH3:22])[CH3:23] |f:0.1|. The yield is 45.2%.